From a dataset of the Open Reaction Database (ORD), a public repository of structured organic reaction records. describe an organic reaction: reactants, conditions, products, and yield Reaction SMILES: [F:1][CH2:2][CH2:3][N:4]1[C:13]2[C:8](=[CH:9][C:10]([F:16])=[C:11]([CH3:15])[C:12]=2[F:14])[C:7](=[O:17])[C:6]([C:18]([O:20]CC)=[O:19])=[CH:5]1.[OH-].[Na+]>C(O)C>[F:1][CH2:2][CH2:3][N:4]1[C:13]2[C:8](=[CH:9][C:10]([F:16])=[C:11]([CH3:15])[C:12]=2[F:14])[C:7](=[O:17])[C:6]([C:18]([OH:20])=[O:19])=[CH:5]1 |f:1.2|. The solvent is C(C)O (ethanol). The reactants are FCCN1C=C(C(C2=CC(=C(C(=C12)F)C)F)=O)C(=O)OCC (ethyl 1-(2-fluoroethyl)-6,8-difluoro-7-methyl-4-oxo-1,4-dihydroquinoline-3-carboxylate), [OH-].[Na+] (sodium hydroxide). Yields the product FCCN1C=C(C(C2=CC(=C(C(=C12)F)C)F)=O)C(=O)O (1-(2-fluoroethyl)-6,8-difluoro-7-methyl-4-oxo-1,4-dihydroquinoline-3-carboxylic acid). Procedure: 3.13 g of ethyl 1-(2-fluoroethyl)-6,8-difluoro-7-methyl-4-oxo-1,4-dihydroquinoline-3-carboxylate are suspended in 50 ml of ethanol, and 50 ml of an aqueous 2% sodium hydroxide solution are added thereto. The suspension is stirred at room temperature for 3 hours. Then, the reaction mixture is evaporated under reduced pressure to remove solvent, and the residue is adjusted to about pH 1 with 10% hydrochloric acid. The crystalline precipitates are collected by filtration, washed with water and then... Conditions: time 3 hour. Isolated yield 100.0%. Reactants: NC=1OC2=C(N1)C=CC(=C2)CCC=2N=C1N(C=CC(=C1)CN=[N+]=[N-])C2C (2-amino-6-[2-(7-azidomethyl-3-methylimidazo[1,2-a]pyridin-2-yl)ethyl]benzoxazole), [H][H] (hydrogen). Reagents/catalysts: [Pd] (Palladium on carbon). Run in CO (methanol). Product: NC=1OC2=C(N1)C=CC(=C2)CCC=2N=C1N(C=CC(=C1)CN)C2C (2-amino-6-[2-(7-aminomethyl-3-methylimidazo[1,2-a]pyridin-2-yl)ethyl]benzoxazole). The yield is 44.3%. As a reaction SMILES: [NH2:1][C:2]1[O:3][C:4]2[CH:10]=[C:9]([CH2:11][CH2:12][C:13]3[N:14]=[C:15]4[CH:20]=[C:19]([CH2:21][N:22]=[N+]=[N-])[CH:18]=[CH:17][N:16]4[C:25]=3[CH3:26])[CH:8]=[CH:7][C:5]=2[N:6]=1.[H][H]>[Pd].CO>[NH2:1][C:2]1[O:3][C:4]2[CH:10]=[C:9]([CH2:11][CH2:12][C:13]3[N:14]=[C:15]4[CH:20]=[C:19]([CH2:21][NH2:22])[CH:18]=[CH:17][N:16]4[C:25]=3[CH3:26])[CH:8]=[CH:7][C:5]=2[N:6]=1. Procedure: 10% Palladium on carbon (0.3 g) was added to a solution of 2-amino-6-[2-(7-azidomethyl-3-methylimidazo[1,2-a]pyridin-2-yl)ethyl]benzoxazole (1.0 g) in methanol (100 ml) and the mixture was subjected to catalytic reduction at ambient temperature under atmospheric pressure of hydrogen gas. The catalyst was removed by filtration and the filtrate was evaporated in vacuo. The residue was purified by alumina column chromatography eluting with a solution of chloroform and methanol (4:1, V/V). The fract...